From a dataset of the Open Reaction Database (ORD), a public repository of structured organic reaction records. describe an organic reaction: reactants, conditions, products, and yield The reactants are FC1=C(C=CC=C1F)C1=NC=NC(=C1)OCC#C (4-(2,3-difluorophenyl)-6-(2-propynyloxy)pyrimidine), C(Cl)(Cl)(Cl)Cl (carbon tetrachloride), C([O-])([O-])=O.[K+].[K+] (potassium carbonate), O (water). The reagents and catalysts are [Cl-].C(CCC)[N+](CCCC)(CCCC)CCCC (tetra-n-butylammonium chloride). Run at time 16 hour. Yields the product FC1=C(C=CC=C1F)C1=NC=NC(=C1)OCC#CCl (4-(2,3-difluorophenyl)-6-(3-chloro-2-propynyloxy)pyrimidine). As a reaction SMILES: [F:1][C:2]1[C:7]([F:8])=[CH:6][CH:5]=[CH:4][C:3]=1[C:9]1[CH:14]=[C:13]([O:15][CH2:16][C:17]#[CH:18])[N:12]=[CH:11][N:10]=1.C(=O)([O-])[O-].[K+].[K+].O.C(Cl)(Cl)(Cl)[Cl:27]>[Cl-].C([N+](CCCC)(CCCC)CCCC)CCC>[F:1][C:2]1[C:7]([F:8])=[CH:6][CH:5]=[CH:4][C:3]=1[C:9]1[CH:14]=[C:13]([O:15][CH2:16][C:17]#[C:18][Cl:27])[N:12]=[CH:11][N:10]=1 |f:1.2.3,6.7|. Procedure: In 5 ml of carbon tetrachloride was dissolved 241 mg of 4-(2,3-difluorophenyl)-6-(2-propynyloxy)pyrimidine, to which 136 mg of potassium carbonate and 136 mg of tetra-n-butylammonium chloride were added, followed by stirring at room temperature for 16 hours. The reaction mixture was then poured into water and extracted with ethyl acetate. The organic layer was washed with a saturated aqueous sodium chloride solution, dried over anhydrous magnesium sulfate, and then concentrated. The resulting re... Starting materials: COC1=CC=C(CN2N=NC(=C2)C2=C(C=C(C(=N2)C(=O)N2CCC(CC2)N2CCCC2)C)C2=CC(=CC=C2)C(F)(F)F)C=C1 ([6-[1-(4-methoxy-benzyl)-1H-[1,2,3]triazol-4-yl]-3-methyl-5-(3-trifluoromethyl-phenyl)-pyridin-2-yl]-(4-pyrrolidin-1-yl-piperidin-1-yl)-methanone), COC1=CC=C(CN2N=NC(=C2)C2=C(C=C(C(=N2)C(=O)N2CCC(CC2)N2CCCC2)C)C2=CC(=CC=C2)C(F)(F)F)C=C1 ([6-[1-(4-methoxy-benzyl)-1H-[1,2,3]triazol-4-yl]-3-methyl-5-(3-trifluoromethyl-phenyl)-pyridin-2-yl]-(4-pyrrolidin-1-yl-piperidin-1-yl)-methanone), C(=O)([O-])[O-].[Na+].[Na+] (Na2CO3). Run in FC(C(=O)O)(F)F (trifluoroacetic acid). Yields the product CC=1C(=NC(=C(C1)C1=CC(=CC=C1)C(F)(F)F)C=1N=NNC1)C(=O)N1CCC(CC1)N1CCCC1 ([3-Methyl-6-(1H-[1,2,3]triazol-4-yl)-5-(3-trifluoromethyl-phenyl)-pyridin-2-yl]-(4-pyrrolidin-1-yl-piperidin-1-yl)-methanone). The yield is 78.4%. RXN SMILES: COC1C=CC(C[N:8]2[CH:12]=[C:11]([C:13]3[N:18]=[C:17]([C:19]([N:21]4[CH2:26][CH2:25][CH:24]([N:27]5[CH2:31][CH2:30][CH2:29][CH2:28]5)[CH2:23][CH2:22]4)=[O:20])[C:16]([CH3:32])=[CH:15][C:14]=3[C:33]3[CH:38]=[CH:37][CH:36]=[C:35]([C:39]([F:42])([F:41])[F:40])[CH:34]=3)[N:10]=[N:9]2)=CC=1.C([O-])([O-])=O.[Na+].[Na+]>FC(F)(F)C(O)=O>[CH3:32][C:16]1[C:17]([C:19]([N:21]2[CH2:22][CH2:23][CH:24]([N:27]3[CH2:31][CH2:30][CH2:29][CH2:28]3)[CH2:25][CH2:26]2)=[O:20])=[N:18][C:13]([C:11]2[N:10]=[N:9][NH:8][CH:12]=2)=[C:14]([C:33]2[CH:38]=[CH:37][CH:36]=[C:35]([C:39]([F:42])([F:41])[F:40])[CH:34]=2)[CH:15]=1 |f:1.2.3|. Procedure: 0.30 g (0.50 mmol) of [6-[1-(4-methoxy-benzyl)-1H-[1,2,3]triazol-4-yl]-3-methyl-5-(3-trifluoromethyl-phenyl)-pyridin-2-yl]-(4-pyrrolidin-1-yl-piperidin-1-yl)-methanone (intermediate 13) in 3.2 ml of trifluoroacetic acid were stirred at reflux for 23 hours. The reaction mixture was then poured into crashed ice, the pH was adjusted to 8-9 with aqueous Na2CO3 and the mixture was extracted twice with CH2Cl2; the organic phases were washed with water, dried over magnesium sulfate, filtered and evapor... The reactants are CC(C)(C)c1ccc(S(=O)(=O)N2Cc3ccc(C(F)(F)F)nc3Nc3ccc(I)cc32)cc1, CNCCNC, CC(C)(C)[O-], CCOC(C)=O, [Cu]I, [K+], CN(C)C=O, c1c[nH]nn1. Product: CC(C)(C)c1ccc(S(=O)(=O)N2Cc3ccc(C(F)(F)F)nc3Nc3ccc(-n4nccn4)cc32)cc1. RXN SMILES: [C:1]([CH3:2])([CH3:3])([CH3:4])[c:5]1[cH:6][cH:7][c:8]([S:11](=[O:12])(=[O:13])[N:14]2[CH2:15][c:16]3[c:17]([n:26][c:27]([C:30]([F:31])([F:32])[F:33])[cH:28][cH:29]3)[NH:18][c:19]3[c:20]2[cH:21][c:22]([I:25])[cH:23][cH:24]3)[cH:9][cH:10]1.[CH3:39][NH:40][CH2:41][CH2:42][NH:43][CH3:44].[CH3:45][C:46]([CH3:47])([O-:48])[CH3:49].[CH3:56][CH2:57][O:58][C:59]([CH3:60])=[O:61].[Cu:62][I:63].[K+:50].[O:51]=[CH:52][N:53]([CH3:54])[CH3:55].[nH:34]1[n:35][n:36][cH:37][cH:38]1>>[C:1]([CH3:2])([CH3:3])([CH3:4])[c:5]1[cH:6][cH:7][c:8]([S:11](=[O:12])(=[O:13])[N:14]2[CH2:15][c:16]3[c:17]([n:26][c:27]([C:30]([F:31])([F:32])[F:33])[cH:28][cH:29]3)[NH:18][c:19]3[c:20]2[cH:21][c:22](-[n:35]2[n:34][cH:38][cH:37][n:36]2)[cH:23][cH:24]3)[cH:9][cH:10]1. Reactants: NCCN1CCC=CC1 (N-(2-aminoethyl)-1,2,3,6-tetrahydropyridine), C(=O)(N1C=NC=C1)N1C=NC=C1 (1,1'-carbonyldiimidazole), C1(=CC=CC=C1)N1CCNCC1 (1-phenylpiperazine). Run in O1CCCC1 (tetrahydrofuran). Yields the product C1(=CC=CC=C1)N1CCN(CC1)C(=O)NCCN1CCC=CC1 (4-Phenyl-N-(1,2,3,6-tetrahydropyridin-1-yl-ethyl)-1-piperazinecarboxamide). As a reaction SMILES: [NH2:1][CH2:2][CH2:3][N:4]1[CH2:9][CH:8]=[CH:7][CH2:6][CH2:5]1.[C:10](N1C=CN=C1)(N1C=CN=C1)=[O:11].[C:22]1([N:28]2[CH2:33][CH2:32][NH:31][CH2:30][CH2:29]2)[CH:27]=[CH:26][CH:25]=[CH:24][CH:23]=1>O1CCCC1>[C:22]1([N:28]2[CH2:33][CH2:32][N:31]([C:10]([NH:1][CH2:2][CH2:3][N:4]3[CH2:5][CH:6]=[CH:7][CH2:8][CH2:9]3)=[O:11])[CH2:30][CH2:29]2)[CH:27]=[CH:26][CH:25]=[CH:24][CH:23]=1. Procedure: Following the procedure of Example 5, N-(2-aminoethyl)-1,2,3,6-tetrahydropyridine and 1,1'-carbonyldiimidazole are reacted together in tetrahydrofuran and the product thereof is reacted further with 1-phenylpiperazine to give the title compound. Starting materials: C1CCOC1, [Cl-], [Cl-], CC(C)c1nnc2ccc(I)nn12, Fc1cc(F)c(-c2nc3occn3c2I)cc1F, CN(C)C=O, [Zn+2], c1ccc(P(c2ccccc2)(c2ccccc2)[Pd](P(c2ccccc2)(c2ccccc2)c2ccccc2)(P(c2ccccc2)(c2ccccc2)c2ccccc2)P(c2ccccc2)(c2ccccc2)c2ccccc2)cc1. The product is CC(C)c1nnc2ccc(-c3c(-c4cc(F)c(F)cc4F)nc4occn34)nn12. RXN SMILES: [CH2:37]1[O:38][CH2:39][CH2:40][CH2:41]1.[Cl-:42].[Cl-:44].[I:19][c:20]1[cH:21][cH:22][c:23]2[n:24]([n:25]1)[c:26]([CH:29]([CH3:30])[CH3:31])[n:27][n:28]2.[I:1][c:2]1[c:3](-[c:10]2[c:11]([F:18])[cH:12][c:13]([F:17])[c:14]([F:16])[cH:15]2)[n:4][c:5]2[o:6][cH:7][cH:8][n:9]12.[O:32]=[CH:33][N:34]([CH3:35])[CH3:36].[Zn+2:43].[cH:45]1[cH:46][cH:47][c:48]([P:49]([Pd:50]([P:51]([c:52]2[cH:53][cH:54][cH:55][cH:56][cH:57]2)([c:58]2[cH:59][cH:60][cH:61][cH:62][cH:63]2)[c:64]2[cH:65][cH:66][cH:67][cH:68][cH:69]2)([P:70]([c:71]2[cH:72][cH:73][cH:74][cH:75][cH:76]2)([c:77]2[cH:78][cH:79][cH:80][cH:81][cH:82]2)[c:83]2[cH:84][cH:85][cH:86][cH:87][cH:88]2)[P:89]([c:90]2[cH:91][cH:92][cH:93][cH:94][cH:95]2)([c:96]2[cH:97][cH:98][cH:99][cH:100][cH:101]2)[c:102]2[cH:103][cH:104][cH:105][cH:106][cH:107]2)([c:108]2[cH:109][cH:110][cH:111][cH:112][cH:113]2)[c:114]2[cH:115][cH:116][cH:117][cH:118][cH:119]2)[cH:120][cH:121]1>>[c:2]1(-[c:20]2[cH:21][cH:22][c:23]3[n:24]([n:25]2)[c:26]([CH:29]([CH3:30])[CH3:31])[n:27][n:28]3)[c:3](-[c:10]2[c:11]([F:18])[cH:12][c:13]([F:17])[c:14]([F:16])[cH:15]2)[n:4][c:5]2[o:6][cH:7][cH:8][n:9]12. The reactants are C1(CCCC1)C1=NC2=CC=CC=C2C=C1 (2-cyclopentylquinoline), [BH4-].[Na+] (sodium borohydride). Reagents/catalysts: O.O.O.O.O.O.[Ni](Cl)Cl (nickel (II) chloride hexahydrate). The solvent is CO (methanol). Run at time 30 minute. Product: C1(CCCC1)C1NC2=CC=CC=C2CC1 (2-cyclopentyl-1,2,3,4-tetrahydroquinoline). Isolated yield 92.1%. Reaction SMILES: [CH:1]1([C:6]2[CH:15]=[CH:14][C:13]3[C:8](=[CH:9][CH:10]=[CH:11][CH:12]=3)[N:7]=2)[CH2:5][CH2:4][CH2:3][CH2:2]1.[BH4-].[Na+]>CO.O.O.O.O.O.O.[Ni](Cl)Cl>[CH:1]1([CH:6]2[CH2:15][CH2:14][C:13]3[C:8](=[CH:9][CH:10]=[CH:11][CH:12]=3)[NH:7]2)[CH2:2][CH2:3][CH2:4][CH2:5]1 |f:1.2,4.5.6.7.8.9.10|. Procedure details: To a solution of 2-cyclopentylquinoline (7.95 g, 40.3 mmol) and nickel (II) chloride hexahydrate (1.63 g, 6.85 mmol) in methanol (120 ml) cooled in an ice/methanol bath was added sodium borohydride (6.1 g, 161.2 mmol) portionwise over 1.5 h. The cooling bath was removed and the reaction stirred for a further 30 minutes. The methanol was then removed in vacuo. To the resulting black precipitate was added 2 M hydrochloric acid (100 ml) and then basified with 10 M potassium hydroxide. The mixture w... Starting materials: C=O, CCO, CC(C)NCC(=O)O, Cl, Cl, O, OP(O)O. The product is CC(C)N(CC(=O)O)CP(=O)(O)O. RXN SMILES: [CH2:15]=[O:16].[CH2:18]([OH:19])[CH3:20].[CH:2]([CH3:3])([CH3:4])[NH:5][CH2:6][C:7](=[O:8])[OH:9].[ClH:14].[ClH:1].[OH2:17].[P:10]([OH:11])([OH:12])[OH:13]>>[CH:2]([CH3:3])([CH3:4])[N:5]([CH2:6][C:7](=[O:8])[OH:9])[CH2:15][P:10](=[O:11])([OH:12])[OH:13].